Dataset: the Open Reaction Database (ORD), a public repository of structured organic reaction records. Task: describe an organic reaction: reactants, conditions, products, and yield Reactants: O (water), OO (Hydrogen peroxide), BrC1=CC=C(C=C1)C1(CC(C1)(OC)OC)C#N (1-(4-bromophenyl)-3,3-dimethoxycyclobutanecarbonitrile), C([O-])([O-])=O.[K+].[K+] (Potassium carbonate). Solvent: CS(=O)C (DMSO). Product: BrC1=CC=C(C=C1)C1(CC(C1)(OC)OC)C(=O)N (1-(4-bromophenyl)-3,3-dimethoxycyclobutanecarboxamide). Yield: 488.5%. As a reaction SMILES: OO.[Br:3][C:4]1[CH:9]=[CH:8][C:7]([C:10]2([C:18]#[N:19])[CH2:13][C:12]([O:16][CH3:17])([O:14][CH3:15])[CH2:11]2)=[CH:6][CH:5]=1.C(=O)([O-])[O-:21].[K+].[K+].O>CS(C)=O>[Br:3][C:4]1[CH:5]=[CH:6][C:7]([C:10]2([C:18]([NH2:19])=[O:21])[CH2:13][C:12]([O:14][CH3:15])([O:16][CH3:17])[CH2:11]2)=[CH:8][CH:9]=1 |f:2.3.4|. Procedure details: Hydrogen peroxide (2.05 ml, 20.07 mmol) was added over 2 h to a stirred mixture of 1-(4-bromophenyl)-3,3-dimethoxycyclobutanecarbonitrile (3.18 g, 10.74 mmol) and Potassium carbonate (0.297 g, 2.15 mmol) in DMSO (11 ml) at 40 degree under a nitrogen atmosphere. After the addition, the reaction mixture was heated to 80 degree for 3 h. The reaction mixture was allowed to cool down to room temperature and water (30 ml) was added. The reaction mixture was extracted with ethyl acetate (3×20 ml). The ... The solvent is C(C)#N (acetonitrile), O (water). Procedure: To 130 mg (0.34 mmol) of 5(S)-((t-butyl-dimethylsilyloxy)methyl)-3(R)-phenylmethyl-N-BOC-2-pyrrolidinone in 5 ml of acetonitrile was added 0.1 ml of a solution of 48% HF in water. After 3 hr at room temperature the reaction was concentrated to dryness and diluted with 30 ml of an aqueous 10% NaHCO3 solution. This was extracted with EtOAc (2×30 ml), dried filtered and concentrated to afford the crude product. Product: OC[C@@H]1C[C@H](C(N1)=O)CC1=CC=CC=C1 (5(S)-hydroxymethyl-3(R)-phenylmethyl-2-pyrrolidinone). Reaction SMILES: [Si]([O:8][CH2:9][C@H:10]1[N:14](C(OC(C)(C)C)=O)[C:13](=[O:22])[C@H:12]([CH2:23][C:24]2[CH:29]=[CH:28][CH:27]=[CH:26][CH:25]=2)[CH2:11]1)(C(C)(C)C)(C)C>C(#N)C.O>[OH:8][CH2:9][C@H:10]1[NH:14][C:13](=[O:22])[C@H:12]([CH2:23][C:24]2[CH:29]=[CH:28][CH:27]=[CH:26][CH:25]=2)[CH2:11]1. Starting materials: [Si](C)(C)(C(C)(C)C)OC[C@@H]1C[C@H](C(N1C(=O)OC(C)(C)C)=O)CC1=CC=CC=C1 (5(S)-((t-butyl-dimethylsilyloxy)methyl)-3(R)-phenylmethyl-N-BOC-2-pyrrolidinone), solution.